From a dataset of the Open Reaction Database (ORD), a public repository of structured organic reaction records. describe an organic reaction: reactants, conditions, products, and yield The reactants are ClC1=CC(=C(C=C1)C(C1=CNC2=C(C=CC=C12)CSC)C1=C(C=C(C=C1)F)C)F (3-[(4-Chloro-2-fluorophenyl)(4-fluoro-2-methylphenyl)methyl]-7-[(methylsulfanyl)methyl]-1H-indole), ClC1=CC=C(C=C1)C(C1=CNC2=C(C=CC=C12)CS(=O)C)C1=CC=C(C=C1)Cl (3-[Bis(4-chlorophenyl)methyl]-7-[(methylsulfinyl)methyl]-1H-indole). Yields the product ClC1=CC(=C(C=C1)C(C1=CNC2=C(C=CC=C12)CS(=O)C)C1=C(C=C(C=C1)F)C)F (3-[(4-Chloro-2-fluorophenyl)(4-fluoro-2-methylphenyl)methyl]-7-[(methylsulfinyl)methyl]-1H-indole). Reaction SMILES: [Cl:1][C:2]1[CH:7]=[CH:6][C:5]([CH:8]([C:21]2[CH:26]=[CH:25][C:24]([F:27])=[CH:23][C:22]=2[CH3:28])[C:9]2[C:17]3[C:12](=[C:13]([CH2:18][S:19][CH3:20])[CH:14]=[CH:15][CH:16]=3)[NH:11][CH:10]=2)=[C:4]([F:29])[CH:3]=1.ClC1C=CC(C(C2C=CC(Cl)=CC=2)C2C3C(=C(CS(C)=[O:49])C=CC=3)NC=2)=CC=1>>[Cl:1][C:2]1[CH:7]=[CH:6][C:5]([CH:8]([C:21]2[CH:26]=[CH:25][C:24]([F:27])=[CH:23][C:22]=2[CH3:28])[C:9]2[C:17]3[C:12](=[C:13]([CH2:18][S:19]([CH3:20])=[O:49])[CH:14]=[CH:15][CH:16]=3)[NH:11][CH:10]=2)=[C:4]([F:29])[CH:3]=1. Reported procedure: The title compound was prepared starting from 100 mg (0.23 mmol) of the compound from Example 287 in analogy to the synthesis of the compound from Example 296. 99 mg (95% of theory) of the target compound were obtained as mixture of diastereomers. Starting materials: CO, COC(=O)c1ccc2c(C3CCCCC3)c3n(c2c1)CC(=O)Cc1ccccc1-3, Cl, [Na+], C1CCOC1, [OH-]. Product: O=C1Cc2ccccc2-c2c(C3CCCCC3)c3ccc(C(=O)O)cc3n2C1. As a reaction SMILES: [CH3:33][OH:34].[CH:3]1([c:9]2[c:10]3[cH:11][cH:12][c:13]([C:28](=[O:29])[O:30][CH3:31])[cH:14][c:15]3[n:16]3[c:17]2-[c:18]2[c:19]([cH:24][cH:25][cH:26][cH:27]2)[CH2:20][C:21](=[O:23])[CH2:22]3)[CH2:4][CH2:5][CH2:6][CH2:7][CH2:8]1.[ClH:32].[Na+:2].[O:35]1[CH2:36][CH2:37][CH2:38][CH2:39]1.[OH-:1]>>[CH:3]1([c:9]2[c:10]3[cH:11][cH:12][c:13]([C:28](=[O:29])[OH:30])[cH:14][c:15]3[n:16]3[c:17]2-[c:18]2[c:19]([cH:24][cH:25][cH:26][cH:27]2)[CH2:20][C:21](=[O:23])[CH2:22]3)[CH2:4][CH2:5][CH2:6][CH2:7][CH2:8]1. The reactants are [Al+3], COc1c(C)cc(C)c2c1C(=O)C(C)(Cc1ccccc1)C2, CC#N, [Cl-], [Cl-], [Cl-], [I-], [Na+]. Yields the product Cc1cc(C)c2c(c1O)C(=O)C(C)(Cc1ccccc1)C2. RXN SMILES: [Al+3:26].[CH3:1][C:2]1([CH2:16][c:17]2[cH:18][cH:19][cH:20][cH:21][cH:22]2)[C:3](=[O:15])[c:4]2[c:5]([O:13][CH3:14])[c:6]([CH3:12])[cH:7][c:8]([CH3:11])[c:9]2[CH2:10]1.[CH3:29][C:30]#[N:31].[Cl-:25].[Cl-:27].[Cl-:28].[I-:24].[Na+:23]>>[CH3:1][C:2]1([CH2:16][c:17]2[cH:18][cH:19][cH:20][cH:21][cH:22]2)[C:3](=[O:15])[c:4]2[c:5]([OH:13])[c:6]([CH3:12])[cH:7][c:8]([CH3:11])[c:9]2[CH2:10]1. Starting materials: C(C)(C)(C)OC(=O)N1C[C@H](CC1)[C@@H](CN=[N+]=[N-])O ((S)-3-((S)-2-Azido-1-hydroxyethyl)pyrrolidine-1-carboxylic acid t-butyl ester), [H-].[Na+] (NaH), FC1=CC=C(C=C1)C(F)(F)F (4-Fluorobenzotrifluoride). Run in CN(C)C=O (DMF). Reaction conditions: time 15 minute. Yields the product C(C)(C)(C)OC(=O)N1C[C@H](CC1)[C@@H](CN=[N+]=[N-])OC1=CC=C(C=C1)C(F)(F)F ((S)-3-[(S)-2-azido-1-(4-trifluoromethylphenoxy)ethyl]-pyrrolidine-1-carboxylic acid t-butyl ester). Yield: 69.9%. As a reaction SMILES: [C:1]([O:5][C:6]([N:8]1[CH2:12][CH2:11][C@H:10]([C@H:13]([OH:18])[CH2:14][N:15]=[N+:16]=[N-:17])[CH2:9]1)=[O:7])([CH3:4])([CH3:3])[CH3:2].[H-].[Na+].F[C:22]1[CH:27]=[CH:26][C:25]([C:28]([F:31])([F:30])[F:29])=[CH:24][CH:23]=1>CN(C=O)C>[C:1]([O:5][C:6]([N:8]1[CH2:12][CH2:11][C@H:10]([C@H:13]([O:18][C:22]2[CH:27]=[CH:26][C:25]([C:28]([F:31])([F:30])[F:29])=[CH:24][CH:23]=2)[CH2:14][N:15]=[N+:16]=[N-:17])[CH2:9]1)=[O:7])([CH3:4])([CH3:2])[CH3:3] |f:1.2|. Reported procedure: (S)-3-((S)-2-Azido-1-hydroxyethyl)pyrrolidine-1-carboxylic acid t-butyl ester (1.3 g, 5.0 mmol, 1.0 eq.) was combined with DMF (18 mL). Washed and dried NaH (362 mg, 15.1 mmol, 3.0 eq.) was carefully added in 3 separate portions. The resulting mixture was stirred at room temperature for 15 minutes under nitrogen. 4-Fluorobenzotrifluoride (1.9 mL, 15.1 mmol, 3.0 eq.) was added and the mixture was stirred at 100° C. for 3 hours. The mixture was then concentrated under reduced pressure. The resulti... Yields the product O=CCc1cccc(OCc2ccccc2)c1. The reactants are OCCc1cccc(OCc2ccccc2)c1, CCOCC, ClCCl, [Na+], [Na+], [Na+], O=C([O-])O, O=S([O-])([O-])=S. Reaction SMILES: [CH2:1]([c:2]1[cH:3][cH:4][cH:5][cH:6][cH:7]1)[O:8][c:9]1[cH:10][c:11]([CH2:15][CH2:16][OH:17])[cH:12][cH:13][cH:14]1.[CH2:33]([O:34][CH2:35][CH3:36])[CH3:37].[Cl:30][CH2:31][Cl:32].[Na+:22].[Na+:28].[Na+:29].[O-:18][C:19]([OH:20])=[O:21].[S:23]([O-:24])([O-:25])(=[O:26])=[S:27]>>[CH2:1]([c:2]1[cH:3][cH:4][cH:5][cH:6][cH:7]1)[O:8][c:9]1[cH:10][c:11]([CH2:15][CH:16]=[O:17])[cH:12][cH:13][cH:14]1.